From a dataset of the Open Reaction Database (ORD), a public repository of structured organic reaction records. describe an organic reaction: reactants, conditions, products, and yield Reactants: CO, Cl, O=C(Nc1cnn(C(=O)c2c(F)cccc2F)c1-c1ccc(F)cc1)c1c(F)cccc1F, [Na+], C1CCOC1, [OH-]. Yields the product O=C(Nc1cn[nH]c1-c1ccc(F)cc1)c1c(F)cccc1F. Reaction SMILES: [CH3:37][OH:38].[ClH:3].[F:4][c:5]1[cH:6][cH:7][cH:8][c:32]([F:33])[c:34]1[C:35]([n:9]1[n:10][cH:11][c:12]([NH:21][C:22]([c:23]2[c:24]([F:30])[cH:25][cH:26][cH:27][c:28]2[F:29])=[O:31])[c:13]1-[c:14]1[cH:15][cH:16][c:17]([F:20])[cH:18][cH:19]1)=[O:36].[Na+:2].[O:39]1[CH2:40][CH2:41][CH2:42][CH2:43]1.[OH-:1]>>[nH:9]1[n:10][cH:11][c:12]([NH:21][C:22]([c:23]2[c:24]([F:30])[cH:25][cH:26][cH:27][c:28]2[F:29])=[O:31])[c:13]1-[c:14]1[cH:15][cH:16][c:17]([F:20])[cH:18][cH:19]1.